Dataset: the Open Reaction Database (ORD), a public repository of structured organic reaction records. Task: describe an organic reaction: reactants, conditions, products, and yield Starting materials: C\C(=C/CO)\C#C ((2E)-3-Methylpent-2-en-4-yn-1-ol), C(#N)[Cu] (CuCN), [H][H] (hydrogen), C(CCC)[Li] (n-Butyl-lithium), [SnH](CCCC)(CCCC)CCCC (n-Bu3SnH), [NH4+].[OH-].[NH4+].[Cl-] (NH4OH NH4Cl). Solvent: C1CCOC1 (THF). Reaction conditions: temperature -78 celsius, time 45 minute. Product: C(CCC)[Sn](/C=C/C(=C/CO)/C)(CCCC)CCCC ((2E,4E)-5-(tri-n-Butylstannyl)-3-methylpenta-2,4-dien-1-ol). As a reaction SMILES: C([Cu])#N.C([Li])CCC.[SnH:9]([CH2:18][CH2:19][CH2:20][CH3:21])([CH2:14][CH2:15][CH2:16][CH3:17])[CH2:10][CH2:11][CH2:12][CH3:13].[H][H].[CH3:24]/[C:25](/[C:29]#[CH:30])=[CH:26]\[CH2:27][OH:28].[NH4+].[OH-].[NH4+].[Cl-]>C1COCC1>[CH2:18]([Sn:9]([CH2:10][CH2:11][CH2:12][CH3:13])([CH2:14][CH2:15][CH2:16][CH3:17])/[CH:30]=[CH:29]/[C:25](/[CH3:24])=[CH:26]/[CH2:27][OH:28])[CH2:19][CH2:20][CH3:21] |f:5.6.7.8|. Procedure: CuCN (2.01 g, 22.40 mmol) is introduced into a round-bottomed flask placed under argon, THF (60 ml) is then added and the mixture is cooled to −78° C. n-Butyl-lithium (1.6M, 27.7 ml, 44.40 mmol) is then added drop-wise and the mixture is allowed to slowly return to room temperature. It is again cooled to −78° C. and n-Bu3SnH (12 ml, 44.40 mmol) is added and the mixture is stirred for minutes, during which the hydrogen is discharged (2E)-3-Methylpent-2-en-4-yn-1-ol (1.86 g, 19.31 mmol) is then ad... Starting materials: C1(=CC=CC=C1)C1=CC=C(C=N1)C(C)O (1-(6-phenylpyridin-3-yl)ethanol), C1=CN(C=N1)C(=O)N2C=CN=C2 (CDI). Run in C(C)#N (acetonitrile). Product: N1(C=NC=C1)C(=O)OC(C)C=1C=NC(=CC1)C1=CC=CC=C1 (1-(6-phenylpyridin-3-yl)ethyl 1H-imidazole-1-carboxylate). As a reaction SMILES: [C:1]1([C:7]2[N:12]=[CH:11][C:10]([CH:13]([OH:15])[CH3:14])=[CH:9][CH:8]=2)[CH:6]=[CH:5][CH:4]=[CH:3][CH:2]=1.[CH:16]1[N:20]=[CH:19][N:18]([C:21](N2C=NC=C2)=[O:22])[CH:17]=1>C(#N)C>[N:18]1([C:21]([O:15][CH:13]([C:10]2[CH:11]=[N:12][C:7]([C:1]3[CH:6]=[CH:5][CH:4]=[CH:3][CH:2]=3)=[CH:8][CH:9]=2)[CH3:14])=[O:22])[CH:17]=[CH:16][N:20]=[CH:19]1. Reported procedure: Synthesized using compound 45a (170 mg, 0.85 mmol), CDI (692 mg, 4.27 mmol) and acetonitrile (10 mL) according to Method E. Crude product was purified by flash chromatography on silica-gel using a mixture of hexane/ethyl acetate (2:1) as eluent. White solid. Yield: 107 mg, 43%. 1H NMR (CDCl3, 500 MHz): δH (ppm)=1.82 (d, J=6.9 Hz, 3H), 6.16 (q, J=6.6 Hz, 1H), 7.08 (dd, J=1.7, 0.8 Hz, 1H), 7.41-7.53 (m, 4H), 7.76-7.85 (m, 2H), 7.98-8.03 (m, 2H), 8.17 (d, J=1.3 Hz, 1H), 8.78 (d, J=1.9 Hz, 1H); 13C ... Starting materials: C1(CCCCC1)NC1CCCCC1.C(C1=CC=CC=C1)(=O)CCC(=S)N1CC2=CC=CC=C2CC1C(=O)O (2-(3-benzoylthio-propionyl)-1,2,3,4-tetrahydroisoquinoline-3-carboxylic acid dicyclohexylamine salt), N (ammonia). Run in CO (methanol). Conditions: time 8 hour. Product: C1(CCCCC1)NC1CCCCC1 (dicyclohexylamine). Yield: 74.7%. Reaction SMILES: [CH:1]1([NH:7][CH:8]2[CH2:13][CH2:12][CH2:11][CH2:10][CH2:9]2)[CH2:6][CH2:5][CH2:4][CH2:3][CH2:2]1.C(CCC(N1C(C(O)=O)CC2C(=CC=CC=2)C1)=S)(=O)C1C=CC=CC=1.N>CO>[CH:8]1([NH:7][CH:1]2[CH2:2][CH2:3][CH2:4][CH2:5][CH2:6]2)[CH2:9][CH2:10][CH2:11][CH2:12][CH2:13]1 |f:0.1|. Reported procedure: 1.4 g of 2-(3-benzoylthio-propionyl)-1,2,3,4-tetrahydroisoquinoline-3-carboxylic acid dicyclohexylamine salt are dissolved in 20 ml of methanol, and 20 ml of 8 % aqueous ammonia are added thereto. The mixture is stirred at room temperature overnight in nitrogen gas atmosphere. The reaction mixture is condensed to dryness under reduced pressure, and the residue is washed with ether. 0.85 g of 2-(3-mercaptopropionyl)-1,2,3,4-tetrahydroisoquinoline-3-carboxylic acid.dicyclohexylamine salt is thereb... The reactants are ClC(Cl)(Cl)Cl, [K+], [OH-], O, O=S(Cl)Cl, OCC1CN(Cc2ccccc2)CCN1Cc1ccccc1. The product is ClCC1CN(Cc2ccccc2)CCN1Cc1ccccc1. RXN SMILES: [C:29]([Cl:30])([Cl:31])([Cl:32])[Cl:33].[K+:28].[OH-:27].[OH2:34].[S:1]([Cl:2])([Cl:3])=[O:4].[c:5]1([CH2:11][N:12]2[CH:13]([CH2:25][OH:26])[CH2:14][N:15]([CH2:18][c:19]3[cH:20][cH:21][cH:22][cH:23][cH:24]3)[CH2:16][CH2:17]2)[cH:6][cH:7][cH:8][cH:9][cH:10]1>>[Cl:3][CH2:25][CH:13]1[N:12]([CH2:11][c:5]2[cH:6][cH:7][cH:8][cH:9][cH:10]2)[CH2:17][CH2:16][N:15]([CH2:18][c:19]2[cH:20][cH:21][cH:22][cH:23][cH:24]2)[CH2:14]1. The reactants are ClC1=C(CN2CCN(CC2)CCC2=CC=C(C(=O)OCCCC)C=C2)C=CC=C1 (n-butyl 4-{2-[1-(2-chlorobenzyl)-piperazin-4-yl]-ethyl}-benzoate), ClC1=C(CN2CCN(CC2)CCC2=CC=C(C(=O)O)C=C2)C=CC=C1 (4-{2-[1-(2-chlorobenzyl)-piperazin-4-yl]-ethyl}-benzoic acid). The solvent is C(CCC)O (n-butanol). The product is N1(CCNCC1)CCC1=CC=C(C=C1)CC(=O)OCC (Ethyl 4-[2-(piperazin-1-yl)-ethyl]-phenylacetate). RXN SMILES: ClC1C=CC=CC=1CN1CCN(CCC2C=CC([C:17]([O:19][CH2:20][CH2:21]CC)=[O:18])=CC=2)CC1.ClC1C=CC=CC=1C[N:34]1[CH2:39][CH2:38][N:37]([CH2:40][CH2:41][C:42]2[CH:50]=[CH:49][C:45]([C:46](O)=O)=[CH:44][CH:43]=2)[CH2:36][CH2:35]1>C(O)CCC>[N:37]1([CH2:40][CH2:41][C:42]2[CH:43]=[CH:44][C:45]([CH2:46][C:17]([O:19][CH2:20][CH3:21])=[O:18])=[CH:49][CH:50]=2)[CH2:36][CH2:35][NH:34][CH2:39][CH2:38]1. Procedure details: n-butyl 4-{2-[1-(2-chlorobenzyl)-piperazin-4-yl]-ethyl}-benzoate from 4-{2-[1-(2-chlorobenzyl)-piperazin-4-yl]-ethyl}-benzoic acid and n-butanol. Reactants: C(C)C1=CC(=C(O1)C)C(=O)OCC (ethyl 5-ethyl-2-methyl-3-furoate). The solvent is [OH-].[Na+] (sodium hydroxide). Product: C(C)C1=CC(=C(O1)C)C(=O)O (5-ethyl-2-methyl-3-furoic acid). Reaction SMILES: [CH2:1]([C:3]1[O:7][C:6]([CH3:8])=[C:5]([C:9]([O:11]CC)=[O:10])[CH:4]=1)[CH3:2]>[OH-].[Na+]>[CH2:1]([C:3]1[O:7][C:6]([CH3:8])=[C:5]([C:9]([OH:11])=[O:10])[CH:4]=1)[CH3:2] |f:1.2|. Reported procedure: Saponification of 0.5 g of the ester was carried out by refluxing 4 hours in 10 ml of 25% aqueous sodium hydroxide. Acidification precipitated the crude acid, which was recrystallized from water to obtain 5-ethyl-2-methyl-3-furoic acid as white needles, mp 97°-99° C. The reactants are BrC1=NOCC1 (Bromo-4,5-dihydroisoxazole), COC(C1=CC(=CC=C1)O)=O (3-hydroxybenzoic acid methyl ester). Yields the product O(C1=CC=CC=C1)C1=NOCC1 (3-phenoxy-4,5-dihydroisoxazole). Reaction SMILES: Br[C:2]1[CH2:6][CH2:5][O:4][N:3]=1.COC(=O)[C:10]1[CH:15]=[CH:14][CH:13]=[C:12]([OH:16])[CH:11]=1>>[O:16]([C:2]1[CH2:6][CH2:5][O:4][N:3]=1)[C:12]1[CH:13]=[CH:14][CH:15]=[CH:10][CH:11]=1. Reported procedure: 3-phenoxy-4,5-dihydroisoxazole I-176a and I-176b were prepared in 2 steps from racemic compound I-14. Bromo-4,5-dihydroisoxazole I-14 was reacted with 3-hydroxybenzoic acid methyl ester using Method 5 followed by hydroysis using the analogous conditions as in example 94. [M+H]+=368.0 m/z. Activity: C Reactants: ClC=1C(=C(NC1C)C(=O)N[C@H]1[C@H](CN(CC1)C(=O)OC)C)C#N (methyl (3S,4R)-4-{[(4-chloro-3-cyano-5-methyl-1H-pyrrol-2-yl)carbonyl]amino}-3-methylpiperidine-1-carboxylate), ClC=1C(=C(NC1C)C(=O)N[C@H]1[C@H](CN(CC1)C(=O)OC)C)C#N (methyl (3S,4R)-4-{[(4-chloro-3-cyano-5-methyl-1H-pyrrol-2-yl)carbonyl]amino}-3-methylpiperidine-1-carboxylate), [OH-].[K+] (potassium hydroxide), O.NN (hydrazine hydrate), O (water). Run in C(CO)O (ethylene glycol). Yields the product ClC=1C(=C(NC1C)C(=O)N[C@H]1[C@H](CNCC1)C)C#N (4-chloro-3-cyano-5-methyl-N-[(3S,4R)-3-methylpiperidin-4-yl]-1H-pyrrole-2-carboxamide). The yield is 63.7%. RXN SMILES: [Cl:1][C:2]1[C:3]([C:22]#[N:23])=[C:4]([C:8]([NH:10][C@@H:11]2[CH2:16][CH2:15][N:14](C(OC)=O)[CH2:13][C@@H:12]2[CH3:21])=[O:9])[NH:5][C:6]=1[CH3:7].[OH-].[K+].O.NN.O>C(O)CO>[Cl:1][C:2]1[C:3]([C:22]#[N:23])=[C:4]([C:8]([NH:10][C@@H:11]2[CH2:16][CH2:15][NH:14][CH2:13][C@@H:12]2[CH3:21])=[O:9])[NH:5][C:6]=1[CH3:7] |f:1.2,3.4|. Procedure: A solution of methyl (3S,4R)-4-{[(4-chloro-3-cyano-5-methyl-1H-pyrrol-2-yl)carbonyl]amino}-3-methylpiperidine-1-carboxylate (Intermediate 42, 3.3 g, 8.39 mmol), potassium hydroxide (3.3 g, 58.77 mmol), and hydrazine hydrate (2.97 mL, 58.77 mmol) in ethylene glycol (200 mL) was stirred for 48 h at 120° C. The reaction mixture was poured in to water (200 mL), then extracted with ethyl acetate (2×250 mL). The combined organic layers were dried over anhydrous sodium sulphate, filtered, concentrated ... The reactants are BrC=1OC2=C(C1C1=CC=CC=C1)C=CC(=C2)C (2-bromo-6-methyl-3-phenylbenzofuran), C1=CCC(CC1)C(=O)O (cyclohexene-4-carboxylic acid), O (water), [N+](=O)([N+](=O)[O-])[O-] (dinitrogen tetroxide). Run in C(C)(=O)O (acetic acid), C(Cl)(Cl)Cl (chloroform), C(C)(=O)O (acetic acid). Run at time 16 hour. The product is CC1=CC2=C(C(=C(O2)[N+](=O)[O-])C2=CC=CC=C2)C=C1 (6-methyl-2-nitro-3-phenylbenzofuran). Reaction SMILES: Br[C:2]1[O:3][C:4]2[CH:16]=[C:15]([CH3:17])[CH:14]=[CH:13][C:5]=2[C:6]=1[C:7]1[CH:12]=[CH:11][CH:10]=[CH:9][CH:8]=1.C1CCC(C(O)=O)CC=1.[N+:27]([O-:32])([N+]([O-])=O)=[O:28].O>C(O)(=O)C.C(Cl)(Cl)Cl>[CH3:17][C:15]1[CH:14]=[CH:13][C:5]2[C:6]([C:7]3[CH:12]=[CH:11][CH:10]=[CH:9][CH:8]=3)=[C:2]([N+:27]([O-:32])=[O:28])[O:3][C:4]=2[CH:16]=1. Procedure details: To a stirred solution of 4 g (0.014 mole) of 2-bromo-6-methyl-3-phenylbenzofuran in 50 ml of acetic acid and 50 ml of chloroform is added 1.8 g (0.015 mole) of cyclohexene-4-carboxylic acid and a solution of 1.4 g (0.015 mole) of dinitrogen tetroxide in 10 ml of acetic acid. After sitting for about 16 hours the mixture is poured into water. This mixture is extracted with chloroform and the extracts are washed with water and 10% sodium bicarbonate solution and dried. Evaporation of the solvent an...